Dataset: the Open Reaction Database (ORD), a public repository of structured organic reaction records. Task: describe an organic reaction: reactants, conditions, products, and yield The reactants are Brc1cccc(Br)n1, CCOCC, CN(C)CCO, [H-], [Na+]. Yields the product CN(C)CCOc1cccc(Br)n1. As a reaction SMILES: [Br:9][c:10]1[n:11][c:12]([Br:16])[cH:13][cH:14][cH:15]1.[CH3:17][CH2:18][O:19][CH2:20][CH3:21].[CH3:1][N:2]([CH2:3][CH2:4][OH:5])[CH3:6].[H-:8].[Na+:7]>>[CH3:1][N:2]([CH2:3][CH2:4][O:5][c:12]1[n:11][c:10]([Br:9])[cH:15][cH:14][cH:13]1)[CH3:6]. Reactants: NC1=C(C(=O)N(CC)CC)C=C(C=C1)C=1C=NN(C1)CCCO (2-amino-N,N-diethyl-5-[1-(3-hydroxypropyl)-1H-pyrazol-4-yl]benzamide), NC1=C(C(=O)NC)C=C(C=C1)Br (2-amino-5-bromo-N-methyl-benzamide). Yields the product NC1=C(C(=O)NC)C=C(C=C1)C=1C=NN(C1)CCCO (2-Amino-5-[1-(3-hydroxypropyl)-1H-pyrazol-4-yl]-N-methylbenzamide), white solid. Isolated yield 32.0%. As a reaction SMILES: [NH2:1][C:2]1[CH:14]=[CH:13][C:12]([C:15]2[CH:16]=[N:17][N:18]([CH2:20][CH2:21][CH2:22][OH:23])[CH:19]=2)=[CH:11][C:3]=1[C:4]([N:6](CC)[CH2:7]C)=[O:5].NC1C=CC(Br)=CC=1C(NC)=O>>[NH2:1][C:2]1[CH:14]=[CH:13][C:12]([C:15]2[CH:16]=[N:17][N:18]([CH2:20][CH2:21][CH2:22][OH:23])[CH:19]=2)=[CH:11][C:3]=1[C:4]([NH:6][CH3:7])=[O:5]. Reported procedure: Prepared analogously to Compound 3C replacing Compound 3D with 2-amino-5-bromo-N-methyl-benzamide (920 mg, 4.0 mmol) to give the title compound as 0.35 g of a white solid (32%, over two steps). 1H NMR (CDCl3+CD3OD, 400 MHz): δ=7.65 (s, 1H), 7.64 (s, 1H), 7.47 (d, J=2.0 Hz, 1H), 7.28 (dd, J=8.4, 2.0 Hz, 1H), 6.69 (d, J=8.4 Hz, 1H), 4.21 (t, J=6.6 Hz, 2H), 3.53 (t, J=5.6 Hz, 2H), 2.90 (s, 3H), 2.00 (m, 2H). MS (ESI): m/z=275.29 [M+H]+. HPLC: tR=2.50 min (ZQ3: polar—5 min). Starting materials: CC(C)(C)[O-].[K+] (KOtBu), [Na+].[Cl-] (NaCl), C(C1=CC=CC=C1)(=O)O.ClC1=C(C=CC=C1)C(=O)C=1C(=NC=CC1)C=C(C1=CC=NC=C1)O ((2-chlorophenyl)-[2-(2-hydroxy-2-pyridin-4-yl-vinyl)pyridin-3-yl]methanone benzoate), C1(=CC=CC=C1)S(=O)(=O)C1=NC=CC=C1C(=O)C1=C(C=CC=C1)Cl ((2-phenylsulfonyl-pyridin-3-yl)-(2-chlorophenyl)methanone), C(C1=CC=CC=C1)(=O)O (Benzoic acid), enolate, CC(C)(C)[O-].[K+].CS(=O)C (KOtBu DMSO), 12-L, [Li+].[OH-] (LiOH), C1(=CC=CC=C1)S(=O)(=O)C1=NC=CC=C1C(=O)C1=C(C=CC=C1)Cl ((2-phenylsulfonyl-pyridin-3-yl)-(2-chlorophenyl)methanone), C(C)(=O)O (acetic acid), crude solution, benzoate salt, enolate. The reagents and catalysts are C(C1=CC=CC=C1)(=O)O.ClC1=C(C=CC=C1)C(=O)C=1C(=NC=CC1)C=C(C1=CC=NC=C1)O ((2-chlorophenyl)-[2-(2-hydroxy-2-pyridin-4-yl-vinyl)pyridin-3-yl]methanone benzoate). Run in CS(=O)C (DMSO), CS(=O)C (DMSO), C(C)(=O)OC(C)C (isopropyl acetate), CS(=O)C (DMSO), C1(=CC=CC=C1)C (Toluene). Conditions: temperature 23 celsius. Yields the product C(C)(=O)C1=CC=NC=C1 (4-acetyl pyridine). Isolated yield 83.0%. Reaction SMILES: [CH3:1][C:2]([O-])([CH3:4])[CH3:3].[K+].CC([O-])(C)C.[K+].CS(C)=O.[Li+].[OH-:18].C1(S([C:28]2C(C(C3C=CC=CC=3Cl)=O)=CC=[CH:30][N:29]=2)(=O)=O)C=CC=CC=1.C(O)(=O)C.[Na+].[Cl-].C(O)(=O)C1C=CC=CC=1.C(O)(=O)C1C=CC=CC=1.Cl[C:68]1C=CC=CC=1C(C1C(C=C(O)C2C=CN=CC=2)=NC=CC=1)=O>CS(C)=O.C(OC(C)C)(=O)C.C(O)(=O)C1C=CC=CC=1.ClC1C=CC=CC=1C(C1C(C=C(O)C2C=CN=CC=2)=NC=CC=1)=O.C1(C)C=CC=CC=1>[C:1]([C:2]1[CH:4]=[CH:30][N:29]=[CH:28][CH:3]=1)(=[O:18])[CH3:68] |f:0.1,2.3.4,5.6,9.10,12.13,16.17|. Reported procedure: Charge powdered KOtBu (221.1 g, 1.93 moles, 1.40 eq.) to Reactor A, then charge DMSO (2 L) at 25° C. over 10 min. The KOtBu/DMSO solution is stirred for 30 min at 23° C., then a solution of 4-acetyl pyridine (92 mL, 2.07 moles, 1.50 eq) in DMSO (250 mL) is prepared in reactor B. The contents of reactor B are added to Reactor A over 10 minutes, then the Reactor A enolate solution is stirred at 23° C. for 1 h. In a separate 12-L flask (Reactor C), solid LiOH (84.26 g, 3.45 moles, 2.0 eq) is poured...